This data is from the Open Reaction Database (ORD), a public repository of structured organic reaction records. The task is: describe an organic reaction: reactants, conditions, products, and yield Yields the product CC(=O)OCCOCn1cnc2cccnc21. Starting materials: CC(=O)OCCOCBr, CC(C)(C)[O-], [K+], CN(C)C=O, O, c1cnc2[nH]cnc2c1. Reaction SMILES: [C:16]([CH3:17])(=[O:18])[O:19][CH2:20][CH2:21][O:22][CH2:23][Br:24].[CH3:10][C:11]([CH3:12])([O-:13])[CH3:14].[K+:15].[O:26]=[CH:27][N:28]([CH3:29])[CH3:30].[OH2:25].[n:1]1[cH:2][nH:3][c:4]2[n:5][cH:6][cH:7][cH:8][c:9]12>>[n:1]1[cH:2][n:3]([CH2:23][O:22][CH2:21][CH2:20][O:19][C:16]([CH3:17])=[O:18])[c:4]2[n:5][cH:6][cH:7][cH:8][c:9]12. The reactants are ClC=1SC2=C(N1)C=C(C=C2)OC (2-chloro-5-methoxy-1,3-benzothiazole), C[C@@H](COC1CCNCC1)NC(OC(C)(C)C)=O (tert-butyl [(1S)-1-methyl-2-(piperidin-4-yloxy)ethyl]carbamate), C(C)(C)N(C(C)C)CC (N,N-diisopropylethylamine), CN(C)C=O (DMF). The solvent is O (Water). Reaction conditions: temperature 150 celsius, time 1.5 hour. The product is COC=1C=CC2=C(N=C(S2)N2CCC(CC2)OC[C@H](C)NC(OC(C)(C)C)=O)C1 (tert-butyl [(1S)-2-{[1-(5-methoxy-1,3-benzothiazol-2-yl)piperidin-4-yl]oxy}-1-methylethyl]carbamate). The yield is 64.3%. RXN SMILES: Cl[C:2]1[S:3][C:4]2[CH:10]=[CH:9][C:8]([O:11][CH3:12])=[CH:7][C:5]=2[N:6]=1.[CH3:13][C@H:14]([NH:23][C:24](=[O:30])[O:25][C:26]([CH3:29])([CH3:28])[CH3:27])[CH2:15][O:16][CH:17]1[CH2:22][CH2:21][NH:20][CH2:19][CH2:18]1.C(N(CC)C(C)C)(C)C.CN(C=O)C>O>[CH3:12][O:11][C:8]1[CH:9]=[CH:10][C:4]2[S:3][C:2]([N:20]3[CH2:19][CH2:18][CH:17]([O:16][CH2:15][C@@H:14]([NH:23][C:24](=[O:30])[O:25][C:26]([CH3:29])([CH3:28])[CH3:27])[CH3:13])[CH2:22][CH2:21]3)=[N:6][C:5]=2[CH:7]=1. Procedure details: A mixture of 2-chloro-5-methoxy-1,3-benzothiazole (143 mg), tert-butyl [(1S)-1-methyl-2-(piperidin-4-yloxy)ethyl]carbamate (186 mg), N,N-diisopropylethylamine (93 mg) and DMF (3 mL) was stirred at 150° C. for 1.5 hr under microwave irradiation. Water was added to the reaction mixture, and the obtained mixture was extracted with ethyl acetate. The extract was washed with saturated brine, and dried over anhydrous sodium sulfate. The solvent was evaporated under reduced pressure and the residue was... Starting materials: C(C)(C)(C)OC(=O)NC1=CC(=C(C=C1)CC(C=1C(=NC=CC1Cl)OC)OC(C(F)(F)F)=O)[N+](=O)[O-] (trifluoro-acetic acid 2-(4-tert-butoxycarbonylamino-2-nitro-phenyl)-1-(4-chloro-2-methoxy-pyridin-3-yl)-ethyl ester), 8-diazabicyclo[5.4.0]undec-7-ene, O (water). Run in C1CCOC1 (THF). Conditions: temperature 70 celsius, time 3 hour. Yields the product hexanes ethyl acetate, C(C)(C)(C)OC(NC1=CC(=C(C=C1)\C=C\C=1C(=NC=CC1Cl)OC)[N+](=O)[O-])=O ({4-[(E)-2-(4-chloro-2-methoxy-pyridin-3-yl)-vinyl]-3-nitro-phenyl}-carbamic acid tert-butyl ester). The yield is 68.0%. RXN SMILES: [C:1]([O:5][C:6]([NH:8][C:9]1[CH:14]=[CH:13][C:12]([CH2:15][CH:16](OC(=O)C(F)(F)F)[C:17]2[C:18]([O:24][CH3:25])=[N:19][CH:20]=[CH:21][C:22]=2[Cl:23])=[C:11]([N+:33]([O-:35])=[O:34])[CH:10]=1)=[O:7])([CH3:4])([CH3:3])[CH3:2].O>C1COCC1>[C:1]([O:5][C:6](=[O:7])[NH:8][C:9]1[CH:14]=[CH:13][C:12](/[CH:15]=[CH:16]/[C:17]2[C:18]([O:24][CH3:25])=[N:19][CH:20]=[CH:21][C:22]=2[Cl:23])=[C:11]([N+:33]([O-:35])=[O:34])[CH:10]=1)([CH3:4])([CH3:2])[CH3:3]. Reported procedure: A solution of trifluoro-acetic acid 2-(4-tert-butoxycarbonylamino-2-nitro-phenyl)-1-(4-chloro-2-methoxy-pyridin-3-yl)-ethyl ester (crude 1.60 g, 3.08 mmol) in THF (10 mL) was added 8-diazabicyclo[5.4.0]undec-7-ene (1.33 g, 8,74 mmol) at 25° C. The reaction was allowed to stir at 70° C. for 3 hours. The reaction mixture was cooled to 25° C., and poured into water. The aqueous phase was extracted three times with ethyl acetate. The combined organic layers were washed with brine and dried over magn... Starting materials: NC1CC1, OCC1OC(n2c(Cl)nc3cc(Cl)c(Cl)cc32)C(O)C1O. RXN SMILES: [CH:1]1([NH2:4])[CH2:2][CH2:3]1.[CH:5]1([n:14]2[c:15]([Cl:25])[n:16][c:17]3[c:18]2[cH:19][c:20]([Cl:24])[c:21]([Cl:23])[cH:22]3)[CH:6]([OH:7])[CH:8]([OH:9])[CH:10]([CH2:12][OH:13])[O:11]1>>[CH:1]1([NH:4][c:15]2[n:14]([CH:5]3[CH:6]([OH:7])[CH:8]([OH:9])[CH:10]([CH2:12][OH:13])[O:11]3)[c:18]3[c:17]([n:16]2)[cH:22][c:21]([Cl:23])[c:20]([Cl:24])[cH:19]3)[CH2:2][CH2:3]1. Product: OCC1OC(n2c(NC3CC3)nc3cc(Cl)c(Cl)cc32)C(O)C1O.